Dataset: the Open Reaction Database (ORD), a public repository of structured organic reaction records. Task: describe an organic reaction: reactants, conditions, products, and yield The reactants are O=C(n1ccnc1)n1ccnc1, CCOC(=O)CC(=O)[O-], CCOC(C)=O, Cl, O=C(O)c1ccc(F)c(F)c1, [Mg+], C1CCOC1, O. The product is CCOC(=O)CC(=O)c1ccc(F)c(F)c1. As a reaction SMILES: [C:12]([n:13]1[cH:14][cH:15][n:16][cH:17]1)([n:18]1[cH:19][cH:20][n:21][cH:22]1)=[O:23].[C:25]([CH2:26][C:27]([O-:28])=[O:29])(=[O:30])[O:31][CH2:32][CH3:33].[CH3:41][CH2:42][O:43][C:44](=[O:45])[CH3:46].[ClH:34].[F:1][c:2]1[cH:3][c:4]([C:5](=[O:6])[OH:7])[cH:8][cH:9][c:10]1[F:11].[Mg+:24].[O:35]1[CH2:36][CH2:37][CH2:38][CH2:39]1.[OH2:40]>>[F:1][c:2]1[cH:3][c:4]([C:5](=[O:7])[CH2:26][C:25](=[O:30])[O:31][CH2:32][CH3:33])[cH:8][cH:9][c:10]1[F:11]. The reactants are [C@H]1(CCCN2CCCC[C@H]12)CN1CCC(CC1)NC(=O)C=1NC2=CC=CC(=C2C1)OCC1=COC2=C1C=CC(=C2)OC (4-(6-Methoxy-benzofuran-3-ylmethoxy)-1H-indole-2-carboxylic acid {1-[(1S,9aR)-1-(octahydro-quinolizin-1-yl)methyl]-piperidin-4-yl}-amide), Cl.Cl.Cl.NC1CCN(CC1)CCN1CCC(CC1)O (1-[2-(4-Amino-piperidin-1-yl)-ethyl]-piperidin-4-ol tri-hydrochloride). The product is OC1CCN(CC1)CCN1CCC(CC1)NC(=O)C=1NC2=CC=CC(=C2C1)OCC1=COC2=C1C=CC(=C2)OC (4-(6-Methoxy-benzofuran-3-ylmethoxy)-1H-indole-2-carboxylic acid {1-[2-(4-hydroxy-piperidin-1-yl)-ethyl]-piperidin-4-yl}-amide). RXN SMILES: [C@H]1(C[N:12]2[CH2:17][CH2:16][CH:15]([NH:18][C:19]([C:21]3[NH:22][C:23]4[C:28]([CH:29]=3)=[C:27]([O:30][CH2:31][C:32]3[C:36]5[CH:37]=[CH:38][C:39]([O:41][CH3:42])=[CH:40][C:35]=5[O:34][CH:33]=3)[CH:26]=[CH:25][CH:24]=4)=[O:20])[CH2:14][CH2:13]2)[C@@H]2N(CCCC2)CCC1.Cl.Cl.Cl.NC1CCN([CH2:53][CH2:54][N:55]2[CH2:60][CH2:59][CH:58]([OH:61])[CH2:57][CH2:56]2)CC1>>[OH:61][CH:58]1[CH2:59][CH2:60][N:55]([CH2:54][CH2:53][N:12]2[CH2:17][CH2:16][CH:15]([NH:18][C:19]([C:21]3[NH:22][C:23]4[C:28]([CH:29]=3)=[C:27]([O:30][CH2:31][C:32]3[C:36]5[CH:37]=[CH:38][C:39]([O:41][CH3:42])=[CH:40][C:35]=5[O:34][CH:33]=3)[CH:26]=[CH:25][CH:24]=4)=[O:20])[CH2:14][CH2:13]2)[CH2:56][CH2:57]1 |f:1.2.3.4|. Procedure details: This compound is synthesized from 4-(6-methoxy-benzofuran-3-ylmethoxy)-1H-indole-2-carboxylic acid (120, see example 86) and amine 21 analogously to the method described in example 1. Reactants: Brc1ccc(N2CCSCC2)nc1, CCOC(=O)CC(=O)OCC, Cc1ccccc1, CC(=O)[O-], CC(=O)[O-], [Pd+2], CC(C)(C)P(c1ccccc1-c1ccccc1)C(C)(C)C. Yields the product CCOC(=O)C(C(=O)OCC)c1ccc(N2CCSCC2)nc1. As a reaction SMILES: [Br:1][c:2]1[cH:3][cH:4][c:5]([N:8]2[CH2:9][CH2:10][S:11][CH2:12][CH2:13]2)[n:6][cH:7]1.[C:14]([CH2:15][C:16](=[O:17])[O:18][CH2:19][CH3:20])(=[O:21])[O:22][CH2:23][CH3:24].[CH3:46][c:47]1[cH:48][cH:49][cH:50][cH:51][cH:52]1.[O-:54][C:55]([CH3:56])=[O:57].[O-:58][C:59]([CH3:60])=[O:61].[Pd+2:53].[c:25]1(-[c:26]2[cH:27][cH:28][cH:29][cH:30][cH:31]2)[cH:32][cH:33][cH:34][cH:35][c:36]1[P:37]([C:38]([CH3:39])([CH3:40])[CH3:41])[C:42]([CH3:43])([CH3:44])[CH3:45]>>[c:2]1([CH:15]([C:14](=[O:21])[O:22][CH2:23][CH3:24])[C:16](=[O:17])[O:18][CH2:19][CH3:20])[cH:3][cH:4][c:5]([N:8]2[CH2:9][CH2:10][S:11][CH2:12][CH2:13]2)[n:6][cH:7]1. RXN SMILES: [NH2:1][C:2]1[CH:3]=[C:4]([OH:8])[CH:5]=[CH:6][CH:7]=1.C[O-].[Na+].Br[C:13]1[CH:18]=[CH:17][C:16](Br)=[CH:15][CH:14]=1.[NH2:20][C:21]1[CH:22]=[C:23]([CH:25]=[CH:26][CH:27]=1)[O-:24].[Na+]>CC(N(C)C)=O.CO.N1C=CC=CC=1>[NH2:1][C:2]1[CH:3]=[C:4]([CH:5]=[CH:6][CH:7]=1)[O:8][C:13]1[CH:18]=[CH:17][C:16]([O:24][C:23]2[CH:25]=[CH:26][CH:27]=[C:21]([NH2:20])[CH:22]=2)=[CH:15][CH:14]=1 |f:1.2,4.5|. Reactants: BrC1=CC=C(C=C1)Br (p-dibromobenzene), cuprous chloride, NC=1C=C(C=CC1)O (m-aminophenol), NC=1C=C(C=CC1)O (m-aminophenol), C[O-].[Na+] (sodium methoxide), NC=1C=C([O-])C=CC1.[Na+] (sodium m-aminophenoxide). The product is NC=1C=C(OC2=CC=C(C=C2)OC2=CC(=CC=C2)N)C=CC1 (1,4-bis(3-aminophenoxy)benzene). Reaction conditions: temperature 117 celsius. Isolated yield 42.0%. Procedure details: A 250 mL, 3-necked, round bottom flask fitted with a mechanical stirrer, a still head, a condenser with a nitrogen inlet on the take-off adapter, and a thermometer was charged with 150 mL of pyridine and 21.8 g (0.20 mole) of m-aminophenol. After the m-aminophenol dissolved, 10.8 g (0.20 mole) of sodium methoxide was added. Methanol, formed in this reaction, was distilled off. When the still head temperature reached 110° C., the still head was replaced with a reflux condenser, and 23.6 g (0.10 m... Solvent: CO (Methanol), N1=CC=CC=C1 (pyridine), CC(=O)N(C)C (DMAc). The reactants are [OH-].[K+] (potassium hydroxide), C(C)N (Ethylamine), solution, O=C1C=C(CC(C)(C)C1)C (isophorone). The reagents and catalysts are Cl.C(C)N (ethylamine hydrochloride). Run in O (water). Conditions: temperature 10 celsius, time 72 hour. The product is C(C)N=C1C=C(CC(C1)(C)C)C (Ethyl-(3,5,5-trimethyl-cyclohex-2-enylidene)-amine). Yield: 95.0%. As a reaction SMILES: [CH2:1]([NH2:3])[CH3:2].O=[C:5]1[CH2:12][C:9]([CH3:11])([CH3:10])[CH2:8][C:7]([CH3:13])=[CH:6]1.[OH-].[K+]>O.Cl.C(N)C>[CH2:1]([N:3]=[C:5]1[CH2:12][C:9]([CH3:11])([CH3:10])[CH2:8][C:7]([CH3:13])=[CH:6]1)[CH3:2] |f:2.3,5.6|. Procedure details: Ethylamine (42 ml of a 70% solution in water, 530 mmol) is added slowly to a stirred mixture of isophorone (9.67 g, 70 mmol) and ethylamine hydrochloride (0.29 g, 3.5 mmol) at -7° C. After the addition is complete, the temperature of the mixture is allowed to rise to room temperature, and the mixture is stirred for a further 72 hours. The mixture is subsequently cooled to 10° C., and potassium hydroxide (44.9 g, 800 mmol) is added in portions. After 45 minutes, ice is added and the mixture is st... Reactants: ClC1=CC(=C(C2=C1C=CO2)Br)Cl (4,6-dichloro-7-bromobenzofuran), C[C@H]1NCCNC1 (2(R)-methylpiperazine). Yields the product Cl.ClC1=CC(=C(C2=C1C=CO2)N2C[C@H](NCC2)C)Cl (1-(4,6-dichlorobenzofur-7-yl)-3(R)-methylpiperazine Hydrochloride). RXN SMILES: [Cl:1][C:2]1[C:7]2[CH:8]=[CH:9][O:10][C:6]=2[C:5](Br)=[C:4]([Cl:12])[CH:3]=1.[CH3:13][C@@H:14]1[CH2:19][NH:18][CH2:17][CH2:16][NH:15]1>>[ClH:1].[Cl:1][C:2]1[C:7]2[CH:8]=[CH:9][O:10][C:6]=2[C:5]([N:18]2[CH2:17][CH2:16][NH:15][C@H:14]([CH3:13])[CH2:19]2)=[C:4]([Cl:12])[CH:3]=1 |f:2.3|. Procedure details: Beginning with 0.31 gm (1.2 mmol) 4,6-dichloro-7-bromobenzofuran and 0.12 gm (1.2 mMol) 2(R)-methylpiperazine, the title compound was prepared essentially as described in GENERAL PROCEDURE IV. Reactants: C[O-], CO, [Cl-], COC(=O)c1cnc(C)c(Cl)c1Cl, [NH4+], [Na+]. Yields the product COC(=O)c1cnc(C)c(Cl)c1OC. Reaction SMILES: [CH3:14][O-:15].[CH3:19][OH:20].[Cl-:17].[Cl:1][c:2]1[c:3]([Cl:13])[c:4]([CH3:12])[n:5][cH:6][c:7]1[C:8](=[O:9])[O:10][CH3:11].[NH4+:18].[Na+:16]>>[c:2]1([O:15][CH3:14])[c:3]([Cl:13])[c:4]([CH3:12])[n:5][cH:6][c:7]1[C:8](=[O:9])[O:10][CH3:11].